From a dataset of the Open Reaction Database (ORD), a public repository of structured organic reaction records. describe an organic reaction: reactants, conditions, products, and yield As a reaction SMILES: Br[C:2]1[N:6]2[C:7]3[CH:22]=[CH:21][C:20]([Br:23])=[CH:19][C:8]=3[C:9]([C:13]3[CH:18]=[CH:17][CH:16]=[CH:15][N:14]=3)=[N:10][CH:11]([CH3:12])[C:5]2=[N:4][N:3]=1.[OH:24][CH2:25][CH2:26][N:27]1[CH2:32][CH2:31][NH:30][CH2:29][CH2:28]1>>[Br:23][C:20]1[CH:21]=[CH:22][C:7]2[N:6]3[C:2]([N:30]4[CH2:31][CH2:32][N:27]([CH2:26][CH2:25][OH:24])[CH2:28][CH2:29]4)=[N:3][N:4]=[C:5]3[CH:11]([CH3:12])[N:10]=[C:9]([C:13]3[CH:18]=[CH:17][CH:16]=[CH:15][N:14]=3)[C:8]=2[CH:19]=1. Yields the product BrC=1C=CC2=C(C(=NC(C=3N2C(=NN3)N3CCN(CC3)CCO)C)C3=NC=CC=C3)C1 (8-bromo-4-methyl-1-[4-(β-hydroxyethyl)piperazino]-6-(2-pyridyl)-4H-s-triazolo[4,3-a][1,4]benzodiazepine). Procedure: In the manner given in Example 1, 1,8-dibromo-4-methyl-6-(2-pyridyl)-4H-s-triazolo[4,3-a][1,4]benzodiazepine is heated with excess of 1-(β-hydroxyethyl)piperazine to give 8-bromo-4-methyl-1-[4-(β-hydroxyethyl)piperazino]-6-(2-pyridyl)-4H-s-triazolo[4,3-a][1,4]benzodiazepine. Reactants: BrC1=NN=C2N1C1=C(C(=NC2C)C2=NC=CC=C2)C=C(C=C1)Br (1,8-dibromo-4-methyl-6-(2-pyridyl)-4H-s-triazolo[4,3-a][1,4]benzodiazepine), OCCN1CCNCC1 (1-(β-hydroxyethyl)piperazine). The reactants are C1(CCCCC1)P(C1CCCCC1)C1CCCCC1 (Tricyclohexylphosphine), ClC=1C=C(C(N(N1)C)=O)NC1=NN2C(CN(CC2)C)=C1 (6-chloro-2-methyl-4-(5-methyl-4,5,6,7-tetrahydropyrazolo[1,5-a]pyrazin-2-ylamino)pyridazin-3(2H)-one), FC=1C=C(C=C2C=CN(C(C12)=O)C1=NC=CC(=C1C=O)I)C(C#N)(C)C (2-(8-fluoro-2-(3-formyl-4-iodopyridin-2-yl)-1-oxo-1,2-dihydroisoquinolin-6-yl)-2-methylpropanenitrile), C([O-])([O-])=O.[K+].[K+] (potassium carbonate), CC(C)C1=CC(=C(C(=C1)C(C)C)C2=C(C=CC=C2)P(C3CCCCC3)C4CCCCC4)C(C)C (X-PHOS), B1(OC(C(O1)(C)C)(C)C)B2OC(C(O2)(C)C)(C)C (bis(pinacolato)diboron), C(C)(=O)[O-].[K+] (potassium acetate). Reagents/catalysts: C=1C=CC(=CC1)/C=C/C(=O)/C=C/C2=CC=CC=C2.C=1C=CC(=CC1)/C=C/C(=O)/C=C/C2=CC=CC=C2.[Pd] (bis(dibenzylideneacetone)palladium), C(C)(=O)[O-].[Pd+2].C(C)(=O)[O-] (palladium(II) acetate). The solvent is O (H2O), O1CCOCC1 (dioxane), [Cl-].[Na+].O (brine). Reaction conditions: temperature 100 celsius, time 40 minute. Yields the product FC=1C=C(C=C2C=CN(C(C12)=O)C1=NC=CC(=C1C=O)C1=NN(C(C(=C1)NC1=NN2C(CN(CC2)C)=C1)=O)C)C(C#N)(C)C (2-(8-Fluoro-2-{3-formyl-4-[1-methyl-5-(5-methyl-4,5,6,7-tetrahydro-pyrazolo[1,5-a]pyrazin-2-ylamino)-6-oxo-1,6-dihydro-pyridazin-3-yl]-pyridin-2-yl}-1-oxo-1,2dihydro-isoquinolin-6-yl)-2-methyl-propionitrile). The yield is 77.9%. As a reaction SMILES: Cl[C:2]1[CH:3]=[C:4]([NH:10][C:11]2[CH:20]=[C:14]3[CH2:15][N:16]([CH3:19])[CH2:17][CH2:18][N:13]3[N:12]=2)[C:5](=[O:9])[N:6]([CH3:8])[N:7]=1.B1(B2OC(C)(C)C(C)(C)O2)OC(C)(C)C(C)(C)O1.C([O-])(=O)C.[K+].CC(C1C=C(C(C)C)C(C2C=CC=CC=2P(C2CCCCC2)C2CCCCC2)=C(C(C)C)C=1)C.[F:78][C:79]1[CH:80]=[C:81]([C:99]([CH3:103])([CH3:102])[C:100]#[N:101])[CH:82]=[C:83]2[C:88]=1[C:87](=[O:89])[N:86]([C:90]1[C:95]([CH:96]=[O:97])=[C:94](I)[CH:93]=[CH:92][N:91]=1)[CH:85]=[CH:84]2.C(=O)([O-])[O-].[K+].[K+].C1(P(C2CCCCC2)C2CCCCC2)CCCCC1>O1CCOCC1.[Cl-].[Na+].O.C([O-])(=O)C.[Pd+2].C([O-])(=O)C.C1C=CC(/C=C/C(/C=C/C2C=CC=CC=2)=O)=CC=1.C1C=CC(/C=C/C(/C=C/C2C=CC=CC=2)=O)=CC=1.[Pd].O>[F:78][C:79]1[CH:80]=[C:81]([C:99]([CH3:103])([CH3:102])[C:100]#[N:101])[CH:82]=[C:83]2[C:88]=1[C:87](=[O:89])[N:86]([C:90]1[C:95]([CH:96]=[O:97])=[C:94]([C:2]3[CH:3]=[C:4]([NH:10][C:11]4[CH:20]=[C:14]5[CH2:15][N:16]([CH3:19])[CH2:17][CH2:18][N:13]5[N:12]=4)[C:5](=[O:9])[N:6]([CH3:8])[N:7]=3)[CH:93]=[CH:92][N:91]=1)[CH:85]=[CH:84]2 |f:2.3,6.7.8,11.12.13,14.15.16,17.18.19|. Reported procedure: 6-chloro-2-methyl-4-(5-methyl-4,5,6,7-tetrahydropyrazolo[1,5-a]pyrazin-2-ylamino)pyridazin-3(2H)-one (511 mg, 1.73 mmol, 1 equiv.), bis(pinacolato)diboron (485 mg, 1.91 mmol, 1.1 equiv.) and potassium acetate (511 mg, 5.2 mmol, Eq: 3) were suspended in dioxane (25 ml). The reaction mixture was degassed under argon. X-PHOS (124 mg, 260 μmol, Eq: 0.15) and palladium(II) acetate (19.5 mg, 86.7 μmol, 0.05 equiv.) were added and the reaction mixture was stirred at 100° C. (external temperature) for 4... Reactants: C(C)OC(=O)C1N=COC1C(=C)CCCCCCNC(=O)OCC1=CC=CC=C1 (5-[8-(N-benzyloxycarbonylamino)oct-1-en-2-yl]-oxazoline-4-carboxylic acid ethyl ester), O (water). The solvent is O1CCCC1 (tetrahydrofuran). Product: C(C)OC(C(C(C(CCCCCCNC(=O)OCC1=CC=CC=C1)=C)O)NC=O)=O (10-(N-benzyloxycarbonylamino)-2-formylamino-3-hydroxy-4-methylene-decanoic acid ethyl ester). As a reaction SMILES: [CH2:1]([O:3][C:4]([CH:6]1[CH:10]([C:11]([CH2:13][CH2:14][CH2:15][CH2:16][CH2:17][CH2:18][NH:19][C:20]([O:22][CH2:23][C:24]2[CH:29]=[CH:28][CH:27]=[CH:26][CH:25]=2)=[O:21])=[CH2:12])[O:9][CH:8]=[N:7]1)=[O:5])[CH3:2].[OH2:30]>O1CCCC1>[CH2:1]([O:3][C:4](=[O:5])[CH:6]([NH:7][CH:8]=[O:30])[CH:10]([OH:9])[C:11](=[CH2:12])[CH2:13][CH2:14][CH2:15][CH2:16][CH2:17][CH2:18][NH:19][C:20]([O:22][CH2:23][C:24]1[CH:29]=[CH:28][CH:27]=[CH:26][CH:25]=1)=[O:21])[CH3:2]. Procedure: 8.15 g (20.25 mmol) of 5-[8-(N-benzyloxycarbonylamino)oct-1-en-2-yl]-oxazoline-4-carboxylic acid ethyl ester are heated under reflux in 40 ml of tetrahydrofuran and 20 ml of water for 4 hours with stirring. The reaction mixture is concentrated to dryness by evaporation in vacuo at 45°, and the honey-like residue is concentrated by evaporation twice more after the addition of toluene. The crude product is dissolved in dichloromethane, dried with sodium sulfate, filtered and concentrated by evapor... The product is C1=C(C=CC=2SC3=C(CCC21)C=CC=C3)CC(=O)O ((10,11-dihydro dibenzo[b,f]-thiepin-2-yl)-acetic acid). Isolated yield 84.4%. The solvent is C(C)O (ethanol). The reactants are O=C1C2=C(SC3=C(C1)C=CC=C3)C=CC(=C2)CC(=O)O ((10,11-dihydro-11-oxo dibenzo[b,f]thiepin-2-yl)-acetic acid), O.NN (hydrazine hydrate). Procedure: To 400 mg of (10,11-dihydro-11-oxo dibenzo[b,f]thiepin-2-yl)-acetic acid were added 20 ml of ethanol and 1 ml of hydrazine hydrate, and the mixture was refluxed with stirring under a dry atmosphere for 5 hours. After cooling, the solvent was removed by distillation under reduced pressure, and to the resulting mixture were added 20 ml of diethylene glycol and 4.0 g of sodium hydroxide. Thereafter, the resulting mixture was stirred under a dry atmosphere at 130° C. for 2 hours. After subsequent co... Reaction SMILES: O=[C:2]1[CH2:8][C:7]2[CH:9]=[CH:10][CH:11]=[CH:12][C:6]=2[S:5][C:4]2[CH:13]=[CH:14][C:15]([CH2:17][C:18]([OH:20])=[O:19])=[CH:16][C:3]1=2.O.NN>C(O)C>[CH:16]1[C:3]2[CH2:2][CH2:8][C:7]3[CH:9]=[CH:10][CH:11]=[CH:12][C:6]=3[S:5][C:4]=2[CH:13]=[CH:14][C:15]=1[CH2:17][C:18]([OH:20])=[O:19] |f:1.2|. Conditions: time 5 hour. Starting materials: IC (Iodomethane), O (Water), C(C)(C)(C)OC(N(CC1=C(C=C(C=C1)OC)OC)C=1C=CC=2N(C(NCC2N1)=O)C1=CC=C(C=C1)Cl)=O ([1-(4-chloro-phenyl)-2-oxo-1,2,3,4-tetrahydro-pyrido[3,2-d]pyrimidin-6-yl]-(2,4-dimethoxy-benzyl)-carbamic acid tert-butyl ester), compound, [H-].[Na+] (NaH). Run in CN(C)C=O (DMF). Reaction conditions: time 1 hour. Yields the product C(C)(C)(C)OC(N(CC1=C(C=C(C=C1)OC)OC)C=1C=CC=2N(C(N(CC2N1)C)=O)C1=CC=C(C=C1)Cl)=O ([1-(4-chloro-phenyl)-3-methyl-2-oxo-1,2,3,4-tetrahydro-pyrido[3,2-d]pyrimidin-6-yl]-(2,4-dimethoxy-benzyl)-carbamic acid tert-butyl ester). Isolated yield 39.5%. RXN SMILES: [C:1]([O:5][C:6](=[O:37])[N:7]([C:19]1[CH:20]=[CH:21][C:22]2[N:23]([C:30]3[CH:35]=[CH:34][C:33]([Cl:36])=[CH:32][CH:31]=3)[C:24](=[O:29])[NH:25][CH2:26][C:27]=2[N:28]=1)[CH2:8][C:9]1[CH:14]=[CH:13][C:12]([O:15][CH3:16])=[CH:11][C:10]=1[O:17][CH3:18])([CH3:4])([CH3:3])[CH3:2].[H-].[Na+].I[CH3:41].O>CN(C=O)C>[C:1]([O:5][C:6](=[O:37])[N:7]([C:19]1[CH:20]=[CH:21][C:22]2[N:23]([C:30]3[CH:35]=[CH:34][C:33]([Cl:36])=[CH:32][CH:31]=3)[C:24](=[O:29])[N:25]([CH3:41])[CH2:26][C:27]=2[N:28]=1)[CH2:8][C:9]1[CH:14]=[CH:13][C:12]([O:15][CH3:16])=[CH:11][C:10]=1[O:17][CH3:18])([CH3:4])([CH3:2])[CH3:3] |f:1.2|. Procedure details: To a solution of [1-(4-chloro-phenyl)-2-oxo-1,2,3,4-tetrahydro-pyrido[3,2-d]pyrimidin-6-yl]-(2,4-dimethoxy-benzyl)-carbamic acid tert-butyl ester (Example 21, low RF compound from Step 1) (120 mg, 0.23 mmol) in DMF (3 mL) was added NaH (60% dispersion in oil, 14 mg, 0.34 mmol, 1.5 equiv) and the reaction mixture was stirred for 1 h. Iodomethane (30 μL, 0.46 mmol, 2 equiv) was added and stirring was continued overnight. Water was added and the product was extracted with EtOAc. The organic phase w... The reactants are NC1=NC(=C2NC(N(C2=N1)C1=C(C=C(C(=C1)OCC1=C(C(=CC=C1OC)F)F)OC)Cl)=O)OC (2-amino-9-[2-chloro-5-(2,3-difluoro-6-methoxybenzyloxy)-4-methoxyphenyl]-6-methoxy-7,9-dihydro-8H-purin-8-one), C(C)(=O)OC(C)=O (acetic anhydride). Conditions: temperature 110 celsius. Product: C(C)(=O)NC1=NC(=C2NC(N(C2=N1)C1=C(C=C(C(=C1)OCC1=C(C(=CC=C1OC)F)F)OC)Cl)=O)OC (2-Acetylamino-9-[2-chloro-5-(2,3-difluoro-6-methoxybenzyloxy)-4-methoxyphenyl]-6-methoxy-7,9-dihydro-8H-purin-8-one). Reaction SMILES: [NH2:1][C:2]1[N:10]=[C:9]2[C:5]([NH:6][C:7](=[O:32])[N:8]2[C:11]2[CH:16]=[C:15]([O:17][CH2:18][C:19]3[C:24]([O:25][CH3:26])=[CH:23][CH:22]=[C:21]([F:27])[C:20]=3[F:28])[C:14]([O:29][CH3:30])=[CH:13][C:12]=2[Cl:31])=[C:4]([O:33][CH3:34])[N:3]=1.[C:35](OC(=O)C)(=[O:37])[CH3:36]>>[C:35]([NH:1][C:2]1[N:10]=[C:9]2[C:5]([NH:6][C:7](=[O:32])[N:8]2[C:11]2[CH:16]=[C:15]([O:17][CH2:18][C:19]3[C:24]([O:25][CH3:26])=[CH:23][CH:22]=[C:21]([F:27])[C:20]=3[F:28])[C:14]([O:29][CH3:30])=[CH:13][C:12]=2[Cl:31])=[C:4]([O:33][CH3:34])[N:3]=1)(=[O:37])[CH3:36]. Procedure: A mixture of 2-amino-9-[2-chloro-5-(2,3-difluoro-6-methoxybenzyloxy)-4-methoxyphenyl]-6-methoxy-7,9-dihydro-8H-purin-8-one (29 mg) and acetic anhydride (3 mL) was stirred at 110° C. in a reaction vessel equipped with a reflux condenser for 3 hours. The reaction mixture was concentrated under reduced pressure, and the residue was dissolved in methanol (2 mL). To the solution were added sodium methoxide (28% methanol solution, 2 mL) and water (1 mL), and the mixture was stirred at room temperature... The reactants are [Si](C)(C)(C(C)(C)C)O[C@@H]1C=C2C=C[C@@H]([C@@H]([C@H]2[C@H](C1)OC(C(CC)OC1=C(C=CC=C1)F)=O)CC[C@@H]1C[C@H](CC(O1)=O)O[Si](C)(C)C(C)(C)C)C ((4R,6R)-6-([1S,2S,6S,8S,8aR]-2-{1,2,6,7,8,8a-hexahydro-6-t-butyldimethylsilyloxy-8-[(2RS)-2-(2-fluorophenoxy)butyryloxy]-2-methyl-1-naphthyl}ethyl)tetrahydro-4-t-butyldimethylsilyloxy-2H-pyran-2-one), solution, [F-].C(CCC)[N+](CCCC)(CCCC)CCCC (tetrabutylammonium fluoride). Reported procedure: A procedure similar to that described in Example 2, above, was followed, but using 1.26 g of (4R,6R)-6-([1S,2S,6S,8S,8aR]-2-{1,2,6,7,8,8a-hexahydro-6-t-butyldimethylsilyloxy-8-[(2RS)-2-(2-fluorophenoxy)butyryloxy]-2-methyl-1-naphthyl}ethyl)tetrahydro-4-t-butyldimethylsilyloxy-2H-pyran-2-one [prepared as described inExample 55, above] and 25.9 ml of a 1.0 molar solution of tetrabutylammonium fluoride in tetrahydrofuran, to give 635 mg of the title compound as white crystals, melting at between 13... As a reaction SMILES: [Si]([O:8][C@H:9]1[CH2:18][C@H:17]([O:19][C:20](=[O:32])[CH:21]([O:24][C:25]2[CH:30]=[CH:29][CH:28]=[CH:27][C:26]=2[F:31])[CH2:22][CH3:23])[C@H:16]2[C:11]([CH:12]=[CH:13][C@H:14]([CH3:50])[C@@H:15]2[CH2:33][CH2:34][C@H:35]2[O:40][C:39](=[O:41])[CH2:38][C@H:37]([O:42][Si](C(C)(C)C)(C)C)[CH2:36]2)=[CH:10]1)(C(C)(C)C)(C)C.[F-].C([N+](CCCC)(CCCC)CCCC)CCC>O1CCCC1>[OH:8][C@H:9]1[CH2:18][C@H:17]([O:19][C:20](=[O:32])[CH:21]([O:24][C:25]2[CH:30]=[CH:29][CH:28]=[CH:27][C:26]=2[F:31])[CH2:22][CH3:23])[C@H:16]2[C:11]([CH:12]=[CH:13][C@H:14]([CH3:50])[C@@H:15]2[CH2:33][CH2:34][C@H:35]2[O:40][C:39](=[O:41])[CH2:38][C@H:37]([OH:42])[CH2:36]2)=[CH:10]1 |f:1.2|. Isolated yield 73.3%. The product is O[C@@H]1C=C2C=C[C@@H]([C@@H]([C@H]2[C@H](C1)OC(C(CC)OC1=C(C=CC=C1)F)=O)CC[C@@H]1C[C@H](CC(O1)=O)O)C ((4R,6R)-6-([1S,2S,6S,8S,8aR]-2-{1,2,6,7,8,8a-Hexahydro-6-hydroxy-8-[(2RS)-2-(2-fluorophenoxy)butyryloxy]-2-methyl-1-naphthyl}ethyl)tetrahydro-4-hydroxy-2H-pyran-2-one). Run in O1CCCC1 (tetrahydrofuran). Reactants: BrC1=NC=CC(=C1)CNC1=C(C(=O)NC=2C=C3C=NNC3=CC2)C=CC=C1 (2-[(2-bromo-pyridin-4-ylmethyl)-amino]-N-(1H-indazol-5-yl)-benzamide), ice, C([O-])([O-])=O.[Cs+].[Cs+] (cesium carbonate), CI (methyl iodide). Solvent: CN(C=O)C (dimethylformamide). Reaction conditions: time 8 hour. Yields the product BrC1=NC=CC(=C1)CNC1=C(C(=O)NC=2C=C3C=NN(C3=CC2)C)C=CC=C1 (2-[(2-bromo-pyridin-4-ylmethyl)-amino]-N-(1-methyl-1H-indazol-5-yl)-benzamide), BrC1=NC=CC(=C1)CNC1=C(C(=O)NC2=CC3=CN(N=C3C=C2)C)C=CC=C1 (2-[(2-bromo-pyridin-4-ylmethyl)-amino]-N-(2-methyl-2H-indazol-5-yl)-benzamide). Isolated yield 19.0%. Reaction SMILES: [Br:1][C:2]1[CH:7]=[C:6]([CH2:8][NH:9][C:10]2[CH:27]=[CH:26][CH:25]=[CH:24][C:11]=2[C:12]([NH:14][C:15]2[CH:16]=[C:17]3[C:21](=[CH:22][CH:23]=2)[NH:20][N:19]=[CH:18]3)=[O:13])[CH:5]=[CH:4][N:3]=1.[C:28](=O)([O-])[O-].[Cs+].[Cs+].CI>CN(C)C=O>[Br:1][C:2]1[CH:7]=[C:6]([CH2:8][NH:9][C:10]2[CH:27]=[CH:26][CH:25]=[CH:24][C:11]=2[C:12]([NH:14][C:15]2[CH:16]=[C:17]3[C:21](=[CH:22][CH:23]=2)[N:20]([CH3:28])[N:19]=[CH:18]3)=[O:13])[CH:5]=[CH:4][N:3]=1.[Br:1][C:2]1[CH:7]=[C:6]([CH2:8][NH:9][C:10]2[CH:27]=[CH:26][CH:25]=[CH:24][C:11]=2[C:12]([NH:14][C:15]2[CH:23]=[CH:22][C:21]3[C:17](=[CH:18][N:19]([CH3:28])[N:20]=3)[CH:16]=2)=[O:13])[CH:5]=[CH:4][N:3]=1 |f:1.2.3|. Procedure: 4.22 g (10 mmol) of 2-[(2-bromo-pyridin-4-ylmethyl)-amino]-N-(1H-indazol-5-yl)-benzamide is mixed in 30 ml of dimethylformamide while being cooled with ice with 3.6 g (11 mmol) of cesium carbonate and 0.68 ml (11 mmol) of methyl iodide, and it is stirred overnight at room temperature. It is then stirred into 250 ml of ice-cold water, stirring is continued for 15 minutes, and it is suctioned off. The filter cake is very quickly dried and chromatographed on silica gel with a gradient of ethyl acet... The reactants are COC(=O)C1=CC(=C(C=C1)N1C(CCC1(CO)CO)=O)[N+](=O)[O-] (1-[4-methoxycarbonyl-2-(nitro)phenyl]-5,5-bis(hydroxymethyl)-pyrrolidin-2-one). The reagents and catalysts are CN(C)C=1C=CN=CC1 (DMAP). Solvent: C(C)(=O)OC(C)=O (acetic anhydride). Run at time 1.5 hour. Product: COC(=O)C1=CC(=C(C=C1)N1C(CCC1(COC(C)=O)COC(C)=O)=O)[N+](=O)[O-] (1-[4-methoxycarbonyl-2-(nitro)phenyl]-5,5-bis(acetyloxymethyl)pyrrolidin-2-one). Yield: 197.2%. RXN SMILES: [CH3:1][O:2][C:3]([C:5]1[CH:10]=[CH:9][C:8]([N:11]2[C:15]([CH2:18][OH:19])([CH2:16][OH:17])[CH2:14][CH2:13][C:12]2=[O:20])=[C:7]([N+:21]([O-:23])=[O:22])[CH:6]=1)=[O:4]>C(OC(=O)C)(=O)C.CN(C1C=CN=CC=1)C>[CH3:1][O:2][C:3]([C:5]1[CH:10]=[CH:9][C:8]([N:11]2[C:15]([CH2:18][O:19][C:16](=[O:17])[CH3:15])([CH2:16][O:17][C:3](=[O:2])[CH3:5])[CH2:14][CH2:13][C:12]2=[O:20])=[C:7]([N+:21]([O-:23])=[O:22])[CH:6]=1)=[O:4]. Procedure: A suspension of 1-[4-methoxycarbonyl-2-(nitro)phenyl]-5,5-bis(hydroxymethyl)-pyrrolidin-2-one (500 mg, 1.54 mmol) from example 6 in acetic anhydride (0.5 mL) was treated with DMAP (15 mg) and the resulting mixture was stirred at room temperature for 1.5 h. The reaction mixture was dried under high vacuum and the resulting crude oil was purified by flash chromatography (silica gel; 10% ethanol in ether) to give 620 mg (98.5%) of 1-[4-methoxycarbonyl-2-(nitro)phenyl]-5,5-bis(acetyloxymethyl)pyrrol...